Dataset: the Open Reaction Database (ORD), a public repository of structured organic reaction records. Task: describe an organic reaction: reactants, conditions, products, and yield The reactants are O[C@H]1CCC=C2C=C[C@@H]([C@@H]([C@@H]12)CC[C@@H]1C[C@H](CC(O1)=O)O[Si](C)(C)C(C)(C)C)C ((4R,6R)-6-{2-[(1S,2S,8S,8aR)-1,2,6,7,8,8a-hexahydro-8-hydroxy-2-methyl-1-naphthyl]ethyl}tetrahydro-4-t-butyldimethylsilyloxy-2H-pyran-2-one), C(C)C(C(=O)Cl)(CC)C (2-ethyl-2-methylbutyryl chloride). Product: C(C)C(C(=O)O[C@H]1CCC=C2C=C[C@@H]([C@@H]([C@@H]12)CC[C@@H]1C[C@H](CC(O1)=O)O[Si](C)(C)C(C)(C)C)C)(CC)C ((4R,6R)-6-{2-[(1S,2S,8S,8aR)-1,2,6,7,8,8a-Hexahydro-8-(2-ethyl-2-methylbutyryloxy)-2-methyl-1-naphthyl]ethyl}tetrahydro-4-t-butyldimethylsilyloxy-2H-pyran-2-one). Yield: 74.4%. Reaction SMILES: [OH:1][C@@H:2]1[C@H:11]2[C:6]([CH:7]=[CH:8][C@H:9]([CH3:29])[C@@H:10]2[CH2:12][CH2:13][C@H:14]2[O:19][C:18](=[O:20])[CH2:17][C@H:16]([O:21][Si:22]([C:25]([CH3:28])([CH3:27])[CH3:26])([CH3:24])[CH3:23])[CH2:15]2)=[CH:5][CH2:4][CH2:3]1.[CH2:30]([C:32]([CH3:38])([CH2:36][CH3:37])[C:33](Cl)=[O:34])[CH3:31]>>[CH2:30]([C:32]([CH3:38])([CH2:36][CH3:37])[C:33]([O:1][C@@H:2]1[C@H:11]2[C:6]([CH:7]=[CH:8][C@H:9]([CH3:29])[C@@H:10]2[CH2:12][CH2:13][C@H:14]2[O:19][C:18](=[O:20])[CH2:17][C@H:16]([O:21][Si:22]([C:25]([CH3:28])([CH3:27])[CH3:26])([CH3:23])[CH3:24])[CH2:15]2)=[CH:5][CH2:4][CH2:3]1)=[O:34])[CH3:31]. Procedure: A procedure similar to that described in Example 4, above, was followed, but using 1.0 g (2.4 mmol) of (4R,6R)-6-{2-[(1S,2S,8S,8aR)-1,2,6,7,8,8a-hexahydro-8-hydroxy-2-methyl-1-naphthyl]ethyl}tetrahydro-4-t-butyldimethylsilyloxy-2H-pyran-2-one [prepared as described in Japanese Patent Kokai Application No. Sho 59-175450] and 1.4 g (9.4 mmol) of 2-ethyl-2-methylbutyryl chloride, to provide 951 mg of the title compound. Reactants: C(CCCCCCCC)C1=CC=C(C(=O)C2=C(C(=O)O)C=C(C(=C2)C(=O)O)C(C2=CC=C(C=C2)CCCCCCCCC)=O)C=C1 (2,5-bis(4-nonylbenzoyl)terephthalic acid), [H][H] (hydrogen). Reagents/catalysts: [Pd] (palladium on carbon). The solvent is O1CCCC1 (tetrahydrofuran). The product is C(CCCCCCCC)C1=CC=C(CC2=C(C(=O)O)C=C(C(=C2)C(=O)O)CC2=CC=C(C=C2)CCCCCCCCC)C=C1 (2,5-bis(4-nonylbenzyl)terephthalic acid). As a reaction SMILES: [CH2:1]([C:10]1[CH:46]=[CH:45][C:13]([C:14]([C:16]2[CH:24]=[C:23]([C:25]([OH:27])=[O:26])[C:22]([C:28](=O)[C:29]3[CH:34]=[CH:33][C:32]([CH2:35][CH2:36][CH2:37][CH2:38][CH2:39][CH2:40][CH2:41][CH2:42][CH3:43])=[CH:31][CH:30]=3)=[CH:21][C:17]=2[C:18]([OH:20])=[O:19])=O)=[CH:12][CH:11]=1)[CH2:2][CH2:3][CH2:4][CH2:5][CH2:6][CH2:7][CH2:8][CH3:9].[H][H]>[Pd].O1CCCC1>[CH2:1]([C:10]1[CH:46]=[CH:45][C:13]([CH2:14][C:16]2[CH:24]=[C:23]([C:25]([OH:27])=[O:26])[C:22]([CH2:28][C:29]3[CH:30]=[CH:31][C:32]([CH2:35][CH2:36][CH2:37][CH2:38][CH2:39][CH2:40][CH2:41][CH2:42][CH3:43])=[CH:33][CH:34]=3)=[CH:21][C:17]=2[C:18]([OH:20])=[O:19])=[CH:12][CH:11]=1)[CH2:2][CH2:3][CH2:4][CH2:5][CH2:6][CH2:7][CH2:8][CH3:9]. Procedure: A mixture of 109 grams of 2,5-bis(4-nonylbenzoyl)terephthalic acid, 1500 mL of tetrahydrofuran, and 7.43 grams of 10% palladium on carbon (as a catalyst) was heated at 65° C. for 17 hours in an atmosphere of hydrogen at 270 kPa. The reaction mixture was filtered through Celite™ diatomaceous earth filter agent to remove the catalyst. The filtrate was concentrated in vacuo to give 2,5-bis(4-nonylbenzyl)terephthalic acid. Reactants: CCS(=O)(=O)Cl, CS(C)=O, Fc1cccc(CNc2cccc(-c3cc(NC4CCNCC4)ncc3Cl)n2)c1, ClCCl. The product is CCS(=O)(=O)N1CCC(Nc2cc(-c3cccc(NCc4cccc(F)c4)n3)c(Cl)cn2)CC1. As a reaction SMILES: [CH2:33]([CH3:34])[S:35](=[O:36])(=[O:37])[Cl:38].[CH3:39][S:40]([CH3:41])=[O:42].[Cl:1][c:2]1[c:3](-[c:15]2[n:16][c:17]([NH:21][CH2:22][c:23]3[cH:24][c:25]([F:29])[cH:26][cH:27][cH:28]3)[cH:18][cH:19][cH:20]2)[cH:4][c:5]([NH:8][CH:9]2[CH2:10][CH2:11][NH:12][CH2:13][CH2:14]2)[n:6][cH:7]1.[Cl:30][CH2:31][Cl:32]>>[Cl:1][c:2]1[c:3](-[c:15]2[n:16][c:17]([NH:21][CH2:22][c:23]3[cH:24][c:25]([F:29])[cH:26][cH:27][cH:28]3)[cH:18][cH:19][cH:20]2)[cH:4][c:5]([NH:8][CH:9]2[CH2:10][CH2:11][N:12]([S:35]([CH2:33][CH3:34])(=[O:36])=[O:37])[CH2:13][CH2:14]2)[n:6][cH:7]1. Starting materials: C1=NC=CC2=CC(=CC=C12)NC(C(CNC(OC(C)(C)C)=O)C1=CC=C(C=C1)CO[Si](C(C)C)(C(C)C)C(C)C)=O (tert-butyl 3-(isoquinolin-6-ylamino)-3-oxo-2-(4-((triisopropylsilyloxy)methyl)phenyl)propylcarbamate), CCCC[N+](CCCC)(CCCC)CCCC.[F-] (TBAF), CCOC(=O)C (EtOAc). Solvent: C1CCOC1 (THF). Run at temperature 0 celsius, time 45 minute. The product is OCC1=CC=C(C=C1)C(CNC(OC(C)(C)C)=O)C(=O)NC=1C=C2C=CN=CC2=CC1 (tert-butyl 2-(4-(hydroxymethyl)phenyl)-3-(isoquinolin-6-ylamino)-3-oxopropylcarbamate). RXN SMILES: [CH:1]1[C:10]2[C:5](=[CH:6][C:7]([NH:11][C:12](=[O:41])[CH:13]([C:23]3[CH:28]=[CH:27][C:26]([CH2:29][O:30][Si](C(C)C)(C(C)C)C(C)C)=[CH:25][CH:24]=3)[CH2:14][NH:15][C:16](=[O:22])[O:17][C:18]([CH3:21])([CH3:20])[CH3:19])=[CH:8][CH:9]=2)[CH:4]=[CH:3][N:2]=1.CCCC[N+](CCCC)(CCCC)CCCC.[F-].CCOC(C)=O>C1COCC1>[OH:30][CH2:29][C:26]1[CH:25]=[CH:24][C:23]([CH:13]([C:12]([NH:11][C:7]2[CH:6]=[C:5]3[C:10](=[CH:9][CH:8]=2)[CH:1]=[N:2][CH:3]=[CH:4]3)=[O:41])[CH2:14][NH:15][C:16](=[O:22])[O:17][C:18]([CH3:20])([CH3:21])[CH3:19])=[CH:28][CH:27]=1 |f:1.2|. Procedure: To tert-butyl 3-(isoquinolin-6-ylamino)-3-oxo-2-(4-((triisopropylsilyloxy)methyl)phenyl)propylcarbamate (E138) in THF at 0° C. was added TBAF, and the solution was stirred for 45 min at 0° C. The compound was poured into EtOAc and washed with NH4Cl(sat), dried (MgSO4), filtered, and evaporated. Column chromatography (SiO2, 6% MeOH/CH2Cl2) gave pure tert-butyl 2-(4-(hydroxymethyl)phenyl)-3-(isoquinolin-6-ylamino)-3-oxopropylcarbamate (E139). The reactants are CO, C[Si](C)(C)CCOCn1cc(-c2ccc(-c3cc(C(N)=O)c([N+](=O)[O-])s3)cc2)nn1, CN(C)C=O. Product: C[Si](C)(C)CCOCn1cc(-c2ccc(-c3cc(C(N)=O)c(N)s3)cc2)nn1. Reaction SMILES: [CH3:31][OH:32].[N+:1]([O-:2])(=[O:3])[c:4]1[s:5][c:6](-[c:12]2[cH:13][cH:14][c:15](-[c:18]3[n:19][n:20][n:21]([CH2:23][O:24][CH2:25][CH2:26][Si:27]([CH3:28])([CH3:29])[CH3:30])[cH:22]3)[cH:16][cH:17]2)[cH:7][c:8]1[C:9](=[O:10])[NH2:11].[O:33]=[CH:34][N:35]([CH3:36])[CH3:37]>>[NH2:1][c:4]1[s:5][c:6](-[c:12]2[cH:13][cH:14][c:15](-[c:18]3[n:19][n:20][n:21]([CH2:23][O:24][CH2:25][CH2:26][Si:27]([CH3:28])([CH3:29])[CH3:30])[cH:22]3)[cH:16][cH:17]2)[cH:7][c:8]1[C:9](=[O:10])[NH2:11]. The reactants are [O-]S(=O)(=O)OOS(=O)(=O)[O-].[Na+].[Na+] (sodium peroxodisulfate), O=C1C(O)=C(O)[C@H](O1)[C@@H](O)CO (ascorbic acid), [OH-].[Na+] (sodium hydroxide), C(C=C)(=O)O (acrylic acid), OO (hydrogen peroxide), C(C=C)(=O)O (acrylic acid). Run in O (water). Reaction conditions: temperature 30 celsius. Yields the product C(C=C)(=O)O.C(C=C)(=O)[O-].[Na+] (acrylic acid sodium acrylate). As a reaction SMILES: [OH-].[Na+:2].[C:3]([OH:7])(=[O:6])[CH:4]=[CH2:5].OO.[O-]S(OOS([O-])(=O)=O)(=O)=O.[Na+].[Na+].[O:22]=[C:23]1[O:29][C@H]([C@H](CO)O)[C:26](O)=[C:24]1O>O>[C:3]([OH:7])(=[O:6])[CH:4]=[CH2:5].[C:23]([O-:29])(=[O:22])[CH:24]=[CH2:26].[Na+:2] |f:0.1,4.5.6,9.10.11|. Procedure details: By continuously mixing water, 50% by weight sodium hydroxide solution and acrylic acid, a 38.8% by weight acrylic acid/sodium acrylate solution was prepared such that the degree of neutralization was 69.0 mol %. After the components had been mixed, the monomer solution was cooled continuously to a temperature of 30° C. by means of a heat exchanger and degassed with nitrogen. The polyethylenically unsaturated crosslinker used was 3-tuply ethoxylated glyceryl triacrylate (purity approx. 85% by wei... The reactants are CO, Cc1cc(F)ccc1Nc1ccc(C(=O)c2cc(OCCCO)ccc2C)c([N+](=O)[O-])c1. Yields the product Cc1cc(F)ccc1Nc1ccc(C(=O)c2cc(OCCCO)ccc2C)c(N)c1. As a reaction SMILES: [CH3:33][OH:34].[F:1][c:2]1[cH:3][c:4]([CH3:32])[c:5]([NH:8][c:9]2[cH:10][c:11]([N+:29]([O-:30])=[O:31])[c:12]([C:15](=[O:16])[c:17]3[c:18]([CH3:28])[cH:19][cH:20][c:21]([O:23][CH2:24][CH2:25][CH2:26][OH:27])[cH:22]3)[cH:13][cH:14]2)[cH:6][cH:7]1>>[F:1][c:2]1[cH:3][c:4]([CH3:32])[c:5]([NH:8][c:9]2[cH:10][c:11]([NH2:29])[c:12]([C:15](=[O:16])[c:17]3[c:18]([CH3:28])[cH:19][cH:20][c:21]([O:23][CH2:24][CH2:25][CH2:26][OH:27])[cH:22]3)[cH:13][cH:14]2)[cH:6][cH:7]1.